From a dataset of the Open Reaction Database (ORD), a public repository of structured organic reaction records. describe an organic reaction: reactants, conditions, products, and yield The reactants are NC1C(CC2C(OC(OC2)C2=CC=CC=C2)C1O)O (rac-(2R,4aR,6R,7S,8R,8aR)-7-amino-2-phenylhexahydro-4H-benzo[d][1,3]dioxine-6,8-diol), C(C)#N (acetonitrile), C(C)SN=C=O (ethylthioisocyanate). Yields the product O[C@@H]1C[C@H]2[C@@H](O[C@@H](OC2)C2=CC=CC=C2)[C@@H]([C@H]1NC(=S)NCC)O (rac-1-((2R,4aR,6R,7S,8R,8aR)-6,8-dihydroxy-2-phenylhexahydro-4H-benzo[d][1,3]dioxin-7-yl)-3-ethylthiourea). Reaction conditions: temperature 60 celsius. Isolated yield 100.0%. As a reaction SMILES: [NH2:1][CH:2]1[CH:17]([OH:18])[CH:6]2[O:7][CH:8]([C:11]3[CH:16]=[CH:15][CH:14]=[CH:13][CH:12]=3)[O:9][CH2:10][CH:5]2[CH2:4][CH:3]1[OH:19].[CH2:20]([S:22]N=C=O)C.[C:26](#[N:28])[CH3:27]>>[OH:19][C@H:3]1[C@H:2]([NH:1][C:20]([NH:28][CH2:26][CH3:27])=[S:22])[C@@H:17]([OH:18])[C@@H:6]2[O:7][C@H:8]([C:11]3[CH:16]=[CH:15][CH:14]=[CH:13][CH:12]=3)[O:9][CH2:10][C@H:5]2[CH2:4]1. Procedure details: To a suspension of the amine from above (85 mg, 0.32 mmol) in acetonitrile (3 mL) was added ethylthioisocyanate (34 mg, 0.39 mmol). The mixture was heated at 60° C. for 20 h. Solvent was evaporated to give the crude product. This was purified by silica gel chromatography, eluted with EtOAc to give pure rac-1-((2R,4aR,6R,7S,8R,8aR)-6,8-dihydroxy-2-phenylhexahydro-4H-benzo[d][1,3]dioxin-7-yl)-3-ethylthiourea (113 mg, 100%) as a white solid. 1H NMR (600 MHz, CD3OD) δ 7.52-7.50 (m, 2H), 7.40-7.31 (m...